Dataset: the Open Reaction Database (ORD), a public repository of structured organic reaction records. Task: describe an organic reaction: reactants, conditions, products, and yield Reactants: [H-].[Na+] (sodium hydride), C(C)(C)(C)C1=C(C(=CC=C1)C(C)(C)C)O (2,6-di-tert-butylphenol), C(CCCCCCCCCCC)N1C(C=CC1=O)=O (N-n-dodecylmaleimide). The solvent is C(C)(C)(C)O (tert-butyl alcohol). The product is C(C)(C)(C)C=1C=C(C=C(C1O)C(C)(C)C)C1C(N(C(C1)=O)CCCCCCCCCCCC)=O (3-(3,5-di-tert-butyl-4-hydroxyphenyl)-1-n-dodecylpyrrolidine-2,5-dione). Isolated yield 17.3%. As a reaction SMILES: [H-].[Na+].[C:3]([C:7]1[CH:12]=[CH:11][CH:10]=[C:9]([C:13]([CH3:16])([CH3:15])[CH3:14])[C:8]=1[OH:17])([CH3:6])([CH3:5])[CH3:4].[CH2:18]([N:30]1[C:34](=[O:35])[CH:33]=[CH:32][C:31]1=[O:36])[CH2:19][CH2:20][CH2:21][CH2:22][CH2:23][CH2:24][CH2:25][CH2:26][CH2:27][CH2:28][CH3:29]>C(O)(C)(C)C>[C:13]([C:9]1[CH:10]=[C:11]([CH:33]2[CH2:32][C:31](=[O:36])[N:30]([CH2:18][CH2:19][CH2:20][CH2:21][CH2:22][CH2:23][CH2:24][CH2:25][CH2:26][CH2:27][CH2:28][CH3:29])[C:34]2=[O:35])[CH:12]=[C:7]([C:3]([CH3:6])([CH3:5])[CH3:4])[C:8]=1[OH:17])([CH3:16])([CH3:15])[CH3:14] |f:0.1|. Reported procedure: This compound is prepared by the procedure of Example 1 from 2.40 g (0.1 mol) of sodium hydride, 20.63 g (0.1 mol) of 2,6-di-tert-butylphenol, and 26.54 g (0.1 mol) of N-n-dodecylmaleimide in tert-butyl alcohol. The reaction mixture is concentrated in vacuo and the residue is dissolved in 800 ml of toluene. The toluene solution is extracted sequentially with 1M sodium hydroxide (2×100 ml) and water (6×200 ml). The organic phase is dried over anhydrous sodium sulfate. The solvent is removed in va...